This data is from the Open Reaction Database (ORD), a public repository of structured organic reaction records. The task is: describe an organic reaction: reactants, conditions, products, and yield Starting materials: C(C)OCCOC1=NC=C(C=C1)CO ([2-(2-ethoxyethoxy)-5-pyridyl]-methanol). Reagents/catalysts: [O-2].[O-2].[Mn+4] (manganese dioxide). The solvent is C1(=CC=CC=C1)C (toluene). Yields the product C(C)OCCOC1=NC=C(C=C1)C=O (2-(2-Ethoxyethoxy)-pyridine-5-aldehyde). As a reaction SMILES: [CH2:1]([O:3][CH2:4][CH2:5][O:6][C:7]1[CH:12]=[CH:11][C:10]([CH2:13][OH:14])=[CH:9][N:8]=1)[CH3:2]>C1(C)C=CC=CC=1.[O-2].[O-2].[Mn+4]>[CH2:1]([O:3][CH2:4][CH2:5][O:6][C:7]1[CH:12]=[CH:11][C:10]([CH:13]=[O:14])=[CH:9][N:8]=1)[CH3:2] |f:2.3.4|. Procedure details: A total of 16 g of manganese dioxide is added in portions to a boiling solution of 8 g (40.6 mmol) of [2-(2-ethoxyethoxy)-5-pyridyl]-methanol in 200 ml of toluene within two hours. The mixture is then filtered hot and evaporated. Pale yellow oil, yield 7.1 g (90% of theory). The reactants are BrCCBr, C1CCOC1, [Li]CCCC, COC(=O)C1CCCC1, CC(C)NC(C)C, [Cl-], [NH4+]. The product is COC(=O)C1(CCBr)CCCC1. As a reaction SMILES: [Br:22][CH2:23][CH2:24][Br:25].[CH2:28]1[O:29][CH2:30][CH2:31][CH2:32]1.[CH2:8]([Li:9])[CH2:10][CH2:11][CH3:12].[CH3:13][O:14][C:15](=[O:16])[CH:17]1[CH2:18][CH2:19][CH2:20][CH2:21]1.[CH:1]([NH:2][CH:3]([CH3:4])[CH3:5])([CH3:6])[CH3:7].[Cl-:26].[NH4+:27]>>[CH3:13][O:14][C:15](=[O:16])[C:17]1([CH2:24][CH2:23][Br:22])[CH2:18][CH2:19][CH2:20][CH2:21]1. Reactants: CCOC(=O)c1cn(Cc2ccccc2)c2nc(Nc3ccc(N4CCN(C)CC4)cc3)ncc2c1=O, CN, CO. The product is CNC(=O)c1cn(Cc2ccccc2)c2nc(Nc3ccc(N4CCN(C)CC4)cc3)ncc2c1=O. Reaction SMILES: [CH2:1]([O:3][C:4](=[O:2])[c:6]1[c:7](=[O:37])[c:8]2[c:9]([n:10][c:11]([NH:14][c:15]3[cH:16][cH:17][c:18]([N:21]4[CH2:22][CH2:23][N:24]([CH3:27])[CH2:25][CH2:26]4)[cH:19][cH:20]3)[n:12][cH:13]2)[n:28]([CH2:30][c:31]2[cH:32][cH:33][cH:34][cH:35][cH:36]2)[cH:29]1)[CH3:5].[CH3:38][NH2:39].[CH3:40][OH:41]>>[O:3]=[C:4]([c:6]1[c:7](=[O:37])[c:8]2[c:9]([n:10][c:11]([NH:14][c:15]3[cH:16][cH:17][c:18]([N:21]4[CH2:22][CH2:23][N:24]([CH3:27])[CH2:25][CH2:26]4)[cH:19][cH:20]3)[n:12][cH:13]2)[n:28]([CH2:30][c:31]2[cH:32][cH:33][cH:34][cH:35][cH:36]2)[cH:29]1)[NH:39][CH3:38]. The reactants are COC=1C=C2C=C(C(=NC2=CC1)N1CCC(CC1)C(=O)OC)C(F)(F)F (methyl 1-(6-methoxy-3-(trifluoromethyl)quinolin-2-yl)piperidine-4-carboxylate), B(Br)(Br)Br (BBr3), O (Water). Run in C(Cl)Cl (DCM). Reaction conditions: temperature 0 celsius, time 20 hour. Product: OC=1C=C2C=C(C(=NC2=CC1)N1CCC(CC1)C(=O)O)C(F)(F)F (1-(6-hydroxy-3-(trifluoromethyl)quinolin-2-yl)piperidine-4-carboxylic acid). Isolated yield 9.4%. Reaction SMILES: C[O:2][C:3]1[CH:4]=[C:5]2[C:10](=[CH:11][CH:12]=1)[N:9]=[C:8]([N:13]1[CH2:18][CH2:17][CH:16]([C:19]([O:21]C)=[O:20])[CH2:15][CH2:14]1)[C:7]([C:23]([F:26])([F:25])[F:24])=[CH:6]2.B(Br)(Br)Br.O>C(Cl)Cl>[OH:2][C:3]1[CH:4]=[C:5]2[C:10](=[CH:11][CH:12]=1)[N:9]=[C:8]([N:13]1[CH2:18][CH2:17][CH:16]([C:19]([OH:21])=[O:20])[CH2:15][CH2:14]1)[C:7]([C:23]([F:26])([F:25])[F:24])=[CH:6]2. Reported procedure: To a solution of methyl 1-(6-methoxy-3-(trifluoromethyl)quinolin-2-yl)piperidine-4-carboxylate (300 mg, 0.815 mmol) in DCM (5 mL) was added BBr3 (0.4 mL, 4.08 mmol) dropwise at 0° C. The mixture was stirred at 0° C. for 20 hours. Water (10 mL) was added to the mixture dropwise at 0° C. The mixture was concentrated in vacuo, then diluted with EtOAc (150 mL), filtered and concentrated in vacuo. Purification by prep-HPLC (0.1% TFA as additive) to give Compound 41 (26 mg, yield 9.4%) as a solid. 1H ... Starting materials: B(Br)(Br)Br (Boron tribromide), COC1=CC(=C(C=C1)C1=NN=C(N1C)C12CCC(CC1)(CC2)CCCCC)C (3-(4-methoxy-2-methylphenyl)-4-methyl-5-(4-pentylbicyclo[2.2.2]oct-1-yl)-4H-1,2,4-triazole). Solvent: C(Cl)Cl (methylene chloride). Reaction conditions: time 2 hour. The product is CC=1C=C(C=CC1C1=NN=C(N1C)C12CCC(CC1)(CC2)CCCCC)O (3-Methyl-4-[4-methyl-5-(4-pentylbicyclo[2.2.2]oct-1-yl)-4H-1,2,4-triazol-3-yl]phenol). RXN SMILES: B(Br)(Br)Br.C[O:6][C:7]1[CH:12]=[CH:11][C:10]([C:13]2[N:17]([CH3:18])[C:16]([C:19]34[CH2:26][CH2:25][C:22]([CH2:27][CH2:28][CH2:29][CH2:30][CH3:31])([CH2:23][CH2:24]3)[CH2:21][CH2:20]4)=[N:15][N:14]=2)=[C:9]([CH3:32])[CH:8]=1>C(Cl)Cl>[CH3:32][C:9]1[CH:8]=[C:7]([OH:6])[CH:12]=[CH:11][C:10]=1[C:13]1[N:17]([CH3:18])[C:16]([C:19]23[CH2:24][CH2:23][C:22]([CH2:27][CH2:28][CH2:29][CH2:30][CH3:31])([CH2:25][CH2:26]2)[CH2:21][CH2:20]3)=[N:15][N:14]=1. Procedure details: Boron tribromide (1M/CH2Cl2, 3.21 mL, 3.21 mmol) was added to a solution of 3-(4-methoxy-2-methylphenyl)-4-methyl-5-(4-pentylbicyclo[2.2.2]oct-1-yl)-4H-1,2,4-triazole (2-F) (410 mg, 1.07 mmol) in methylene chloride (6 mL) at 0° C. The mixture was stirred at room temperature for 2 h. The solution was washed with water, 10% NaHCO3, dried (MgSO4) and concentrated in vacuo. The residue was purified by preparative TLC (silica gel, MeOH:methylene chloride, 5:95) to provide 3-methyl-4-[4-methyl-5-(4-pe... Reactants: Cl, O=N[O-], C=C(C)Cn1c(N)cc(=O)n(C)c1=O, [Na+], O. Yields the product C=C(C)Cn1c(N)c(N=O)c(=O)n(C)c1=O. Reaction SMILES: [ClH:15].[N:16](=[O:17])[O-:18].[NH2:1][c:2]1[cH:3][c:4](=[O:14])[n:5]([CH3:13])[c:6](=[O:12])[n:7]1[CH2:8][C:9](=[CH2:10])[CH3:11].[Na+:19].[OH2:20]>>[NH2:1][c:2]1[c:3]([N:16]=[O:17])[c:4](=[O:14])[n:5]([CH3:13])[c:6](=[O:12])[n:7]1[CH2:8][C:9](=[CH2:10])[CH3:11].